Dataset: the Open Reaction Database (ORD), a public repository of structured organic reaction records. Task: describe an organic reaction: reactants, conditions, products, and yield Reactants: Cl.ClC=1C=C2C[C@@H]([C@@H](C2=CC1)N)OC ((1R,2S)-5-chloro-2-methoxy-2,3-dihydro-1H-inden-1-amine hydrochloride), CC1=CC=C(C=C1)S(=O)(=O)OI(C2=CC=CC=C2)O (Koser's reagent), ClC=1C=C2CCC(C2=CC1)=O (5-chloro-2,3-dihydro-1H-inden-1-one), COC(OC)OC (trimethylorthoformate). Yields the product ClC=1C=C2CC(C(C2=CC1)=O)OC (5-chloro-2-methoxy-2,3-dihydro-1H-inden-1-one). As a reaction SMILES: Cl.[Cl:2][C:3]1[CH:4]=[C:5]2[C:9](=[CH:10][CH:11]=1)[C@@H:8](N)[C@@H:7]([O:13][CH3:14])[CH2:6]2.ClC1C=C2C(=CC=1)C(=[O:25])CC2.COC(OC)OC.CC1C=CC(S(OI(O)C2C=CC=CC=2)(=O)=O)=CC=1>>[Cl:2][C:3]1[CH:4]=[C:5]2[C:9](=[CH:10][CH:11]=1)[C:8](=[O:25])[CH:7]([O:13][CH3:14])[CH2:6]2 |f:0.1|. Procedure: Scheme 3 describes the preparation of (1R,2S)-5-chloro-2-methoxy-2,3-dihydro-1H-inden-1-amine hydrochloride (20) which is further exemplified in Example 4 below. 5-chloro-2,3-dihydro-1H-inden-1-one (17) was reacted with trimethylorthoformate under acidic conditions, followed by treatment with Koser's reagent [PhI(OH)(OTs)] to give 5-chloro-2-methoxy-2,3-dihydro-1H-inden-1-one (18). The indenone was treated with (R)-tert-butyl sulfinamide in the presence of titanium tetraethoxide to afford the co... The reactants are Cc1ccc(C(=O)NC2CC2)cc1-c1cc2[nH]nc(-c3ccncc3)c2cc1F, ClC(Cl)Cl, O=C(OO)c1cccc(Cl)c1. Product: Cc1ccc(C(=O)NC2CC2)cc1-c1cc2[nH]nc(-c3cc[n+]([O-])cc3)c2cc1F. As a reaction SMILES: [CH:1]1([NH:4][C:5]([c:6]2[cH:7][c:8](-[c:13]3[c:14]([F:28])[cH:15][c:16]4[c:17](-[c:22]5[cH:23][cH:24][n:25][cH:26][cH:27]5)[n:18][nH:19][c:20]4[cH:21]3)[c:9]([CH3:12])[cH:10][cH:11]2)=[O:29])[CH2:2][CH2:3]1.[CH:41]([Cl:42])([Cl:43])[Cl:44].[OH:30][O:31][C:32]([c:33]1[cH:34][c:35]([Cl:36])[cH:37][cH:38][cH:39]1)=[O:40]>>[CH:1]1([NH:4][C:5]([c:6]2[cH:7][c:8](-[c:13]3[c:14]([F:28])[cH:15][c:16]4[c:17](-[c:22]5[cH:23][cH:24][n+:25]([O-:30])[cH:26][cH:27]5)[n:18][nH:19][c:20]4[cH:21]3)[c:9]([CH3:12])[cH:10][cH:11]2)=[O:29])[CH2:2][CH2:3]1.